From a dataset of the Open Reaction Database (ORD), a public repository of structured organic reaction records. describe an organic reaction: reactants, conditions, products, and yield The reactants are FC1=C(C=CC(=C1)O)C(=O)N1[C@@H](CCC1)CN1CCCC1 ((2-Fluoro-4-hydroxy-phenyl)-(2-(S)-pyrrolidin-1-ylmethyl-pyrrolidin-1-yl)-methanone), FC1=CC=C(CBr)C=C1 (4-fluorobenzyl bromide). The product is FC1=C(C=CC(=C1)OCC1=CC=C(C=C1)F)C(=O)N1[C@@H](CCC1)CN1CCCC1 ([2-Fluoro-4-(4-fluoro-benzyloxy)-phenyl]-(2-(S)-pyrrolidin-1-ylmethyl-pyrrolidin-1-yl)-methanone). Reaction SMILES: [F:1][C:2]1[CH:7]=[C:6]([OH:8])[CH:5]=[CH:4][C:3]=1[C:9]([N:11]1[CH2:15][CH2:14][CH2:13][C@H:12]1[CH2:16][N:17]1[CH2:21][CH2:20][CH2:19][CH2:18]1)=[O:10].[F:22][C:23]1[CH:30]=[CH:29][C:26]([CH2:27]Br)=[CH:25][CH:24]=1>>[F:1][C:2]1[CH:7]=[C:6]([O:8][CH2:27][C:26]2[CH:29]=[CH:30][C:23]([F:22])=[CH:24][CH:25]=2)[CH:5]=[CH:4][C:3]=1[C:9]([N:11]1[CH2:15][CH2:14][CH2:13][C@H:12]1[CH2:16][N:17]1[CH2:21][CH2:20][CH2:19][CH2:18]1)=[O:10]. Procedure details: The title compound is prepared in a manner substantially analogous to Procedure B using (2-Fluoro-4-hydroxy-phenyl)-(2-(S)-pyrrolidin-1-ylmethyl-pyrrolidin-1-yl)-methanone and 4-fluorobenzyl bromide. MS (ES+) 401.2